Dataset: the Open Reaction Database (ORD), a public repository of structured organic reaction records. Task: describe an organic reaction: reactants, conditions, products, and yield Reactants: CC1=C(N)C(=CC(=C1F)F)F (2-methyl-3,4,6-trifluoroaniline), [C-]#N.[K+] (potassium cyanide), [OH-].[NH4+] (ammonium hydroxide), N(=O)[O-].[Na+] (sodium nitrite), S(O)(O)(=O)=O (sulfuric acid). The reagents and catalysts are S(=O)(=O)([O-])[O-].[Cu+2] (copper (II) sulfate). Run in O (water), O (water). Yields the product CC1=C(C#N)C(=CC(=C1F)F)F (2-methyl-3,4,6-trifluorobenzonitrile). Isolated yield 38.2%. As a reaction SMILES: [CH3:1][C:2]1[C:8]([F:9])=[C:7]([F:10])[CH:6]=[C:5]([F:11])[C:3]=1N.S(=O)(=O)(O)O.N([O-])=O.[Na+].[C-:21]#[N:22].[K+].[OH-].[NH4+]>S([O-])([O-])(=O)=O.[Cu+2].O>[CH3:1][C:2]1[C:8]([F:9])=[C:7]([F:10])[CH:6]=[C:5]([F:11])[C:3]=1[C:21]#[N:22] |f:2.3,4.5,6.7,8.9|. Reported procedure: To 2-methyl-3,4,6-trifluoroaniline (10.6 g) is added a mixture of conc. sulfuric acid (13.8 ml) and water (46 ml) and the mixture is cooled. Thereto an aqueous solution (20 ml) of sodium nitrite (5.5 g) is added dropwise at 0°-5° C. The solution is gradually added to a mixture of copper (II) sulfate 5 hydrate (41 g), potassium cyanide (43 g), ammonium hydroxide (60 ml) and water (260 ml) at 10°-30° C. The mixture is extracted with dichloromethane and the extract is dried over sodium sulfate, con... The reactants are N1=CC=CC2=CC=CN=C12 (naphthyridine), fluoride ion, H2NOH'HCl, solid, C(=O)(O)[O-].[Na+] (NaHCO3), [Li+].CC(C)[N-]C(C)C (LDA), ( 6 ), [N+](CCCC)(CCCC)(CCCC)CCCC.[F-] (nBu4NF), C1(C=CCC1)=O (cyclopentenone), [F-].[K+] (KF). The reagents and catalysts are [Cl-].[Cl-].[Zn+2] (ZnCl2), Cl[Ti](Cl)(Cl)Cl (TiCl4). The solvent is O (water), CO (methyl alcohol). Conditions: temperature 65 celsius, time 1 day. Product: C1(CC1)N1C=C(C(C2=CC(=C(N=C12)C1CC(CC1)N)F)=O)C(=O)O (1-Cyclopropyl-6-fluoro-1,4-dihydro-4-oxo-7-(3-aminocyclopentyl)-1,8-naphthyridine-3-carboxylic acid). RXN SMILES: [C:1]([O-:4])(O)=[O:2].[Na+].[F-:6].[K+].[N+:8]([CH2:21][CH2:22][CH2:23]C)([CH2:17][CH2:18][CH2:19]C)([CH2:13][CH2:14][CH2:15][CH3:16])CCCC.[F-].C1(=[O:31])CCC=C1.[Li+].CC([N-]C(C)C)C.[N:40]1[C:49]2[C:44](=[CH:45][CH:46]=[CH:47][N:48]=2)[CH:43]=CC=1>O.CO.[Cl-].[Cl-].[Zn+2].Cl[Ti](Cl)(Cl)Cl>[CH:21]1([N:8]2[C:13]3[C:14](=[CH:15][C:16]([F:6])=[C:49]([CH:44]4[CH2:45][CH2:46][CH:47]([NH2:48])[CH2:43]4)[N:40]=3)[C:19](=[O:31])[C:18]([C:1]([OH:4])=[O:2])=[CH:17]2)[CH2:22][CH2:23]1 |f:0.1,2.3,4.5,7.8,12.13.14|. Procedure: To a stirring solution of 0.35 gram of H2NOH'HCl in 5 ml of water is added 0.42 grams of solid NaHCO3. A solution of 1.8 grams of (6) prepared from above in methyl alcohol is added to the system. After stirring for one day, the reaction mixture is concentrated. The crude material is recrystallized from ethanol. The purified oxime (1.5 grams) is placed in 40 ml of ethanol. Two grams of Raney nickel is added, and the system is placed under a hydrogen atmosphere. After one day, the catalyst is remo...